This data is from the Open Reaction Database (ORD), a public repository of structured organic reaction records. The task is: describe an organic reaction: reactants, conditions, products, and yield Starting materials: COC=1C(=C(CC=2C(=C(C(=O)OC)C=CC2)OS(=O)(=O)C(F)(F)F)C(=C(C1OC)OC)OC)C (methyl 3-(3,4,5,6-tetramethoxy-2-methylbenzyl)-2-(trifluoromethanesulfonyl)oxybenzoate), tetrakistriphenylphosphine palladium, C([O-])([O-])=O.[Na+].[Na+] (sodium carbonate), [Cl-].[Li+] (lithium chloride), B1(OCCCO1)C2=CN=CC=C2 (pyridine-3-boronic acid 1,3-propanediol cyclic ester). Solvent: C(C)(=O)OCC (ethyl acetate), C1(=CC=CC=C1)C (toluene). Conditions: temperature 95 celsius, time 16 hour. Yields the product COC=1C(=C(CC=2C(=C(C(=O)OC)C=CC2)C=2C=NC=CC2)C(=C(C1OC)OC)OC)C (Methyl 3-(3,4,5,6-tetramethoxy-2-methylbenzyl)-2-(3-pyridyl)benzoate). The yield is 85.0%. RXN SMILES: [CH3:1][O:2][C:3]1[C:4]([CH3:34])=[C:5]([C:25]([O:32][CH3:33])=[C:26]([O:30][CH3:31])[C:27]=1[O:28][CH3:29])[CH2:6][C:7]1[C:8](OS(C(F)(F)F)(=O)=O)=[C:9]([CH:14]=[CH:15][CH:16]=1)[C:10]([O:12][CH3:13])=[O:11].C(=O)([O-])[O-].[Na+].[Na+].[Cl-].[Li+].B1([C:49]2[CH:54]=[CH:53][CH:52]=[N:51][CH:50]=2)OCCCO1>C1(C)C=CC=CC=1.C(OCC)(=O)C>[CH3:1][O:2][C:3]1[C:4]([CH3:34])=[C:5]([C:25]([O:32][CH3:33])=[C:26]([O:30][CH3:31])[C:27]=1[O:28][CH3:29])[CH2:6][C:7]1[C:8]([C:49]2[CH:50]=[N:51][CH:52]=[CH:53][CH:54]=2)=[C:9]([CH:14]=[CH:15][CH:16]=1)[C:10]([O:12][CH3:13])=[O:11] |f:1.2.3,4.5|. Procedure details: To a solution of methyl 3-(3,4,5,6-tetramethoxy-2-methylbenzyl)-2-(trifluoromethanesulfonyl)oxybenzoate (316 mg, 0.6220 mmol) in toluene (7.1 ml) were added tetrakistriphenylphosphine palladium (22 mg, 0.0190 mmol), aqueous solution of sodium carbonate (2M aqueous solution, 0.81 ml), lithium chloride (53 mg, 1.2502 mmol) and ethanolic solution (1.3 ml) of pyridine-3-boronic acid 1,3-propanediol cyclic ester (151 mg, 0.9320 mmol) and the mixture was heated with stirring at 95° C. for 16 hours. Th... Starting materials: Oc1ccc(Br)cc1, O=C([O-])[O-], CCCCCCCCBr, CC(C)=O, [K+], [K+]. As a reaction SMILES: [Br:1][c:2]1[cH:3][cH:4][c:5]([OH:8])[cH:6][cH:7]1.[C:18](=[O:19])([O-:20])[O-:21].[CH2:9]([CH2:10][CH2:11][CH2:12][CH2:13][CH2:14][CH2:15][CH3:16])[Br:17].[CH3:24][C:25](=[O:26])[CH3:27].[K+:22].[K+:23]>>[Br:1][c:2]1[cH:3][cH:4][c:5]([O:8][CH2:9][CH2:10][CH2:11][CH2:12][CH2:13][CH2:14][CH2:15][CH3:16])[cH:6][cH:7]1. The product is CCCCCCCCOc1ccc(Br)cc1. The reactants are CCI, COC(=O)c1ccc2c(c1)OCC(=O)N2, CN(C)C=O, CCOC(C)=O, [H-], [Na+], O. Product: CCN1C(=O)COc2cc(C(=O)OC)ccc21. As a reaction SMILES: [CH2:18]([CH3:19])[I:20].[CH3:1][O:2][C:3](=[O:4])[c:5]1[cH:6][c:7]2[c:8]([cH:14][cH:15]1)[NH:9][C:10](=[O:13])[CH2:11][O:12]2.[CH3:22][N:23]([CH3:24])[CH:25]=[O:26].[CH3:27][CH2:28][O:29][C:30](=[O:31])[CH3:32].[H-:16].[Na+:17].[OH2:21]>>[CH3:1][O:2][C:3](=[O:4])[c:5]1[cH:6][c:7]2[c:8]([cH:14][cH:15]1)[N:9]([CH2:18][CH3:19])[C:10](=[O:13])[CH2:11][O:12]2. The reactants are N#CCc1cccc(Br)n1, CO, CCOC(C)=O, [Na+], [OH-], O. Product: O=C(O)Cc1cccc(Br)n1. As a reaction SMILES: [Br:1][c:2]1[cH:3][cH:4][cH:5][c:6]([CH2:8][C:9]#[N:10])[n:7]1.[CH3:13][OH:14].[CH3:15][CH2:16][O:17][C:18](=[O:19])[CH3:20].[Na+:12].[OH-:11].[OH2:21]>>[Br:1][c:2]1[cH:3][cH:4][cH:5][c:6]([CH2:8][C:9](=[O:11])[OH:14])[n:7]1. Reactants: CCN(CC)C(=O)c1ccc2[nH]c(-c3cc(Cl)cc(Cl)c3)c(CCN(CCCCc3cccnc3)C(=O)OC(C)(C)C)c2c1, COc1ccccc1, O=C(O)C(F)(F)F. The product is CCN(CC)C(=O)c1ccc2[nH]c(-c3cc(Cl)cc(Cl)c3)c(CCNCCCCc3cccnc3)c2c1. RXN SMILES: [C:1]([O:2][C:3](=[O:4])[N:7]([CH2:8][CH2:9][CH2:10][CH2:11][c:12]1[cH:13][n:14][cH:15][cH:16][cH:17]1)[CH2:18][CH2:19][c:20]1[c:21](-[c:36]2[cH:37][c:38]([Cl:43])[cH:39][c:40]([Cl:42])[cH:41]2)[nH:22][c:23]2[cH:24][cH:25][c:26]([C:29]([N:30]([CH2:31][CH3:32])[CH2:33][CH3:34])=[O:35])[cH:27][c:28]12)([CH3:5])([CH3:6])[CH3:44].[CH3:45][O:46][c:47]1[cH:48][cH:49][cH:50][cH:51][cH:52]1.[OH:53][C:54]([C:55]([F:56])([F:57])[F:58])=[O:59]>>[NH:7]([CH2:8][CH2:9][CH2:10][CH2:11][c:12]1[cH:13][n:14][cH:15][cH:16][cH:17]1)[CH2:18][CH2:19][c:20]1[c:21](-[c:36]2[cH:37][c:38]([Cl:43])[cH:39][c:40]([Cl:42])[cH:41]2)[nH:22][c:23]2[cH:24][cH:25][c:26]([C:29]([N:30]([CH2:31][CH3:32])[CH2:33][CH3:34])=[O:35])[cH:27][c:28]12. The reactants are OCC1CC(c2ccc(Br)c3ccccc23)=NO1, [C-]#N, [C-]#N, CN(C)C=O, O, [Zn+2]. Yields the product N#Cc1ccc(C2=NOC(CO)C2)c2ccccc12. As a reaction SMILES: [Br:1][c:2]1[cH:3][cH:4][c:5]([C:12]2=[N:13][O:14][CH:15]([CH2:17][OH:18])[CH2:16]2)[c:6]2[cH:7][cH:8][cH:9][cH:10][c:11]12.[C-:24]#[N:25].[C-:27]#[N:28].[CH3:19][N:20]([CH3:21])[CH:22]=[O:23].[OH2:29].[Zn+2:26]>>[c:2]1([C:19]#[N:20])[cH:3][cH:4][c:5]([C:12]2=[N:13][O:14][CH:15]([CH2:17][OH:18])[CH2:16]2)[c:6]2[cH:7][cH:8][cH:9][cH:10][c:11]12.